describe an organic reaction: reactants, conditions, products, and yield From a dataset of the Open Reaction Database (ORD), a public repository of structured organic reaction records. Starting materials: [BH3-]C#N.[Na+] (NaCNBH3), BrC1=CC=C(C(C=O)=C1)O (5-bromosalicylaldehyde), [Cl-].C(CCC)[NH2+]CCCC (di-n-butylammonium chloride), [N+](=O)([O-])CCO (2-nitroethanol). Run in O (water), C(C)(=O)OCCCCC (amyl acetate). Reaction conditions: time 30 minute. Product: BrC=1C=C2CC(COC2=CC1)N (6-Bromo-chroman-3-ylamine), BrC=1C=C2CC(COC2=CC1)[N+](=O)[O-] (6-bromo-3-nitro-chroman). The yield is 74.1%. Reaction SMILES: [Br:1][C:2]1[CH:9]=[C:6]([CH:7]=O)[C:5]([OH:10])=[CH:4][CH:3]=1.[Cl-].[CH2:12]([NH2+:16]CCCC)[CH2:13]CC.[N+:21]([CH2:24][CH2:25][OH:26])([O-:23])=[O:22].[BH3-]C#N.[Na+]>C(OCCCCC)(=O)C.O>[Br:1][C:2]1[CH:9]=[C:6]2[C:5](=[CH:4][CH:3]=1)[O:10][CH2:13][CH:12]([NH2:16])[CH2:7]2.[Br:1][C:2]1[CH:9]=[C:6]2[C:5](=[CH:4][CH:3]=1)[O:26][CH2:25][CH:24]([N+:21]([O-:23])=[O:22])[CH2:7]2 |f:1.2,4.5|. Procedure details: 6-Bromo-chroman-3-ylamine was prepared according to the literature procedure described by Andersson, B. R. et al. WO9012795. Thus, a mixture of 5-bromosalicylaldehyde (9.5 g, 47 mmol), di-n-butylammonium chloride (3.8 g, 23 mmol), and 2-nitroethanol (6.8 g, 75 mmol) in amyl acetate (60 mL) was heated at reflux for 3 hours with a Dean-Stark apparatus under nitrogen atmosphere. The solvent was removed in vacuo and the product was dissolved in CH2Cl2 (280 mL) followed by the addition of NaCNBH3 (9.... Reactants: O.FC1C(NC(NC1O)=O)=O (5-fluoro-6-hydroxy-5,6-dihydrouracil monohydrate), Cl[Si](CC)(CC)CC (chlorotriethylsilane). Product: C(C)[Si](CC)(CC)C1=C(C(N(C(N1)=O)[Si](CC)(CC)CC)=O)F (bis-triethylsilyl-5-fluorouracil). RXN SMILES: O.[F:2][CH:3]1[CH:8]([OH:9])[NH:7][C:6](=[O:10])[NH:5][C:4]1=O.Cl[Si:13]([CH2:18][CH3:19])([CH2:16][CH3:17])[CH2:14][CH3:15]>>[CH2:14]([Si:13]([C:4]1[NH:5][C:6](=[O:10])[N:7]([Si:13]([CH2:18][CH3:19])([CH2:16][CH3:17])[CH2:14][CH3:15])[C:8](=[O:9])[C:3]=1[F:2])([CH2:18][CH3:19])[CH2:16][CH3:17])[CH3:15] |f:0.1|. Procedure details: 5-fluoro-6-hydroxy-5,6-dihydrouracil monohydrate, 4.15 g, was boiled under reflux with chlorotriethylsilane, 50 ml. Distillation of the resulting product gave a quantitative recovery of bis-triethylsilyl-5-fluorouracil. The reactants are N(N)C1=NC=CC(=C1)C#N (2-hydrazinylpyridine-4-carbonitrile), C(C)OC(C(C(C)=O)C1=CC=CC=C1)=O (3-oxo-2-phenyl-butyric acid ethyl ester). Yields the product OC1=C(C(=NN1C1=NC=CC(=C1)C#N)C)C1=CC=CC=C1 (2-(5-Hydroxy-3-methyl-4-phenyl-1H-pyrazol-1-yl)pyridine-4-carbonitrile). Yield: 29.0%. RXN SMILES: [NH:1]([C:3]1[CH:8]=[C:7]([C:9]#[N:10])[CH:6]=[CH:5][N:4]=1)[NH2:2].C([O:13][C:14](=O)[CH:15]([C:19]1[CH:24]=[CH:23][CH:22]=[CH:21][CH:20]=1)[C:16](=O)[CH3:17])C>>[OH:13][C:14]1[N:1]([C:3]2[CH:8]=[C:7]([C:9]#[N:10])[CH:6]=[CH:5][N:4]=2)[N:2]=[C:16]([CH3:17])[C:15]=1[C:19]1[CH:24]=[CH:23][CH:22]=[CH:21][CH:20]=1. Reported procedure: The title compound was prepared in 29% yield from 2-hydrazinylpyridine-4-carbonitrile (PREPARATION 2) and 3-oxo-2-phenyl-butyric acid ethyl ester according to the procedure for the preparation of Example 3, part A. [M+H] Calc'd for C16H12N4O, 277. Found, 277. Starting materials: C(C)(C)(C)C1=CC=C(CNC(=O)C=2C(=NC3=NC=CC=C3C2)C)C=C1 (N-(4-tert-butylbenzyl)-2-methyl-1,8-naphthyridine-3-carboxamide), C[Mg]Br (Methylmagnesium bromide). Run in C1CCOC1 (THF). Conditions: time 2 hour. The product is C(C)(C)(C)C1=CC=C(CNC(=O)C=2C(=NC3=NC=CC=C3C2C)C)C=C1 (N-(4-tert-butylbenzyl)-2,4-dimethyl-1,8-naphthyridine-3-carboxamide). The yield is 32.0%. RXN SMILES: [C:1]([C:5]1[CH:25]=[CH:24][C:8]([CH2:9][NH:10][C:11]([C:13]2[C:14]([CH3:23])=[N:15][C:16]3[C:21]([CH:22]=2)=[CH:20][CH:19]=[CH:18][N:17]=3)=[O:12])=[CH:7][CH:6]=1)([CH3:4])([CH3:3])[CH3:2].[CH3:26][Mg]Br>C1COCC1>[C:1]([C:5]1[CH:6]=[CH:7][C:8]([CH2:9][NH:10][C:11]([C:13]2[C:14]([CH3:23])=[N:15][C:16]3[C:21]([C:22]=2[CH3:26])=[CH:20][CH:19]=[CH:18][N:17]=3)=[O:12])=[CH:24][CH:25]=1)([CH3:4])([CH3:2])[CH3:3]. Procedure: N-(4-tert-butylbenzyl)-2-methyl-1,8-naphthyridine-3-carboxamide (150 mg, 0.45 mmol) was dissolved in THF (anh, 8.0 ml) under N2. Methylmagnesium bromide (4.5 ml of a 1M sln) was added dropwise. The mixture was stirred at r.t. for 2.0 h. The reaction was quenched with NH4Cl (sat). The product was extracted with EtOAc, dried (MgSO4), filtered and concentrated. The residue was dissolved in CHCl3 and O2 (94%) was bubbled through the solution for 3.0 h. The mixture was concentrated and purified by fl... Starting materials: COCN1c2cc(CO)ccc2Sc2nccnc21, O=C1NC(=O)c2ccccc21, CCOC(=O)N=NC(=O)OCC, C1CCOC1, c1ccc(P(c2ccccc2)c2ccccc2)cc1. The product is COCN1c2cc(CN3C(=O)c4ccccc4C3=O)ccc2Sc2nccnc21. As a reaction SMILES: [CH3:1][O:2][CH2:3][N:4]1[c:5]2[c:6]([n:16][cH:17][cH:18][n:19]2)[S:7][c:8]2[c:9]1[cH:10][c:11]([CH2:14][OH:15])[cH:12][cH:13]2.[O:20]=[C:21]1[NH:22][C:23](=[O:24])[c:25]2[cH:26][cH:27][cH:28][cH:29][c:30]21.[O:50]=[C:51]([O:52][CH2:53][CH3:54])[N:55]=[N:56][C:57]([O:58][CH2:59][CH3:60])=[O:61].[O:62]1[CH2:63][CH2:64][CH2:65][CH2:66]1.[c:31]1([P:32]([c:33]2[cH:34][cH:35][cH:36][cH:37][cH:38]2)[c:39]2[cH:40][cH:41][cH:42][cH:43][cH:44]2)[cH:45][cH:46][cH:47][cH:48][cH:49]1>>[CH3:1][O:2][CH2:3][N:4]1[c:5]2[c:6]([n:16][cH:17][cH:18][n:19]2)[S:7][c:8]2[c:9]1[cH:10][c:11]([CH2:14][N:22]1[C:21](=[O:20])[c:30]3[c:25]([cH:26][cH:27][cH:28][cH:29]3)[C:23]1=[O:24])[cH:12][cH:13]2. The reactants are Brc1ccccc1NC1CCNCC1, CCN=C=NCCCN(C)C, CCN(C(C)C)C(C)C, Cl, Cl, Cl, CN(C)C=O, O, On1nnc2ccccc21, O=C(O)CC(=O)Nc1ccc(-c2ccccc2)nc1. Product: O=C(CC(=O)N1CCC(Nc2ccccc2Br)CC1)Nc1ccc(-c2ccccc2)nc1. Reaction SMILES: [Br:53][c:54]1[c:55]([NH:60][CH:61]2[CH2:62][CH2:63][NH:64][CH2:65][CH2:66]2)[cH:56][cH:57][cH:58][cH:59]1.[CH3:39][CH2:40][N:41]=[C:42]=[N:43][CH2:44][CH2:45][CH2:46][N:47]([CH3:48])[CH3:49].[CH:20]([N:21]([CH2:22][CH3:23])[CH:24]([CH3:25])[CH3:26])([CH3:27])[CH3:28].[ClH:50].[ClH:51].[ClH:52].[O:67]=[CH:68][N:69]([CH3:70])[CH3:71].[OH2:72].[OH:29][n:30]1[c:31]2[c:32]([cH:33][cH:34][cH:35][cH:36]2)[n:37][n:38]1.[c:1]1(-[c:7]2[cH:8][cH:9][c:10]([NH:13][C:14]([CH2:15][C:16](=[O:17])[OH:18])=[O:19])[cH:11][n:12]2)[cH:2][cH:3][cH:4][cH:5][cH:6]1>>[c:1]1(-[c:7]2[cH:8][cH:9][c:10]([NH:13][C:14]([CH2:15][C:16](=[O:18])[N:64]3[CH2:63][CH2:62][CH:61]([NH:60][c:55]4[c:54]([Br:53])[cH:59][cH:58][cH:57][cH:56]4)[CH2:66][CH2:65]3)=[O:19])[cH:11][n:12]2)[cH:2][cH:3][cH:4][cH:5][cH:6]1. Starting materials: C1(CC1)C(=O)NC=1N=CC2=CC(=CC=C2C1)C=1C(=CC(=NC1)NC(OC(C)(C)C)=O)C (tert-butyl 5-(3-(cyclopropanecarboxamido)isoquinolin-7-yl)-4-methylpyridin-2-ylcarbamate). The solvent is ClCCl (dichloromethane), FC(C(=O)O)(F)F (trifluoroacetic acid). Yields the product NC1=CC(=C(C=N1)C1=CC=C2C=C(N=CC2=C1)NC(=O)C1CC1)C (N-(7-(6-amino-4-methylpyridin-3-yl)isoquinolin-3-yl)cyclopropanecarboxamide). Isolated yield 12.0%. As a reaction SMILES: [CH:1]1([C:4]([NH:6][C:7]2[N:8]=[CH:9][C:10]3[C:15]([CH:16]=2)=[CH:14][CH:13]=[C:12]([C:17]2[C:18]([CH3:31])=[CH:19][C:20]([NH:23]C(=O)OC(C)(C)C)=[N:21][CH:22]=2)[CH:11]=3)=[O:5])[CH2:3][CH2:2]1>ClCCl.FC(F)(F)C(O)=O>[NH2:23][C:20]1[N:21]=[CH:22][C:17]([C:12]2[CH:11]=[C:10]3[C:15]([CH:16]=[C:7]([NH:6][C:4]([CH:1]4[CH2:2][CH2:3]4)=[O:5])[N:8]=[CH:9]3)=[CH:14][CH:13]=2)=[C:18]([CH3:31])[CH:19]=1. Procedure details: A solution of the crude tert-butyl 5-(3-(cyclopropanecarboxamido)isoquinolin-7-yl)-4-methylpyridin-2-ylcarbamate in dichloromethane (4 mL) and trifluoroacetic acid (4 mL) was stirred for 60 mins at ambient temperature and concentrated in vacuo. The residue was treated with saturated aqueous sodium bicarbonate and brine and extracted twice with dichloromethane, and the combined organic phases were washed with brine, dried over magnesium sulfate, filtered and concentrated in vacuo. The residue was...